Dataset: the Open Reaction Database (ORD), a public repository of structured organic reaction records. Task: describe an organic reaction: reactants, conditions, products, and yield Starting materials: ClC=1C(=NC=CN1)C1=CC=C(C=C1)CC(=O)OC (methyl [4-(3-chloropyrazin-2-yl)phenyl]acetate), C1(CC1)B(O)O (cyclopropyl boronic acid), C1(CCCCC1)P(C1CCCCC1)C1CCCCC1 (tricyclohexylphosphine), P(=O)([O-])([O-])[O-].[K+].[K+].[K+] (potassium phosphate). Reagents/catalysts: C=1C=CC(=CC1)/C=C/C(=O)/C=C/C2=CC=CC=C2.C=1C=CC(=CC1)/C=C/C(=O)/C=C/C2=CC=CC=C2.C=1C=CC(=CC1)/C=C/C(=O)/C=C/C2=CC=CC=C2.[Pd].[Pd] (Pd2(dba)3). Solvent: C1(=CC=CC=C1)C (toluene), O (water). Conditions: time 1 hour. Yields the product C1(CC1)C=1C(=NC=CN1)C1=CC=C(C=C1)CC(=O)OC (methyl [4-(3-cyclopropylpyrazin-2-yl)phenyl]acetate). The yield is 65.4%. Reaction SMILES: Cl[C:2]1[C:3]([C:8]2[CH:13]=[CH:12][C:11]([CH2:14][C:15]([O:17][CH3:18])=[O:16])=[CH:10][CH:9]=2)=[N:4][CH:5]=[CH:6][N:7]=1.[CH:19]1(B(O)O)[CH2:21][CH2:20]1.C1(P(C2CCCCC2)C2CCCCC2)CCCCC1.P([O-])([O-])([O-])=O.[K+].[K+].[K+]>C1(C)C=CC=CC=1.O.C1C=CC(/C=C/C(/C=C/C2C=CC=CC=2)=O)=CC=1.C1C=CC(/C=C/C(/C=C/C2C=CC=CC=2)=O)=CC=1.C1C=CC(/C=C/C(/C=C/C2C=CC=CC=2)=O)=CC=1.[Pd].[Pd]>[CH:19]1([C:2]2[C:3]([C:8]3[CH:13]=[CH:12][C:11]([CH2:14][C:15]([O:17][CH3:18])=[O:16])=[CH:10][CH:9]=3)=[N:4][CH:5]=[CH:6][N:7]=2)[CH2:21][CH2:20]1 |f:3.4.5.6,9.10.11.12.13|. Procedure details: To a solution of 0.15 g (0.57 mmol) of methyl [4-(3-chloropyrazin-2-yl)phenyl]acetate acid in 3.0 mL of toluene and 0.15 mL of water were added 63.8 mg (0.74 mmol) of cyclopropyl boronic acid, 16 mg (0.06 mmol) of tricyclohexylphosphine, 7.8 mg (0.009 mmol) of Pd2(dba)3, and 0.42 g (2.0 mmol) of potassium phosphate. The resulting suspension was degassed for 10 minutes. After 1 h in the microwave at 140° C., the reaction mixture was cooled, diluted with CH2Cl2, wash three times with water, and wa... The reactants are COC(=O)c1cc(CO)cc(-c2cccc(C#N)c2)c1, [Cl-], O=C(NCCc1cccc(O)c1)C(F)(F)F, [NH4+], CCOC(=O)N=NC(=O)OCC, c1ccc(P(c2ccccc2)c2ccccc2)cc1. Yields the product COC(=O)c1cc(COc2cccc(CCNC(=O)C(F)(F)F)c2)cc(-c2cccc(C#N)c2)c1. RXN SMILES: [CH3:36][O:37][C:38]([c:39]1[cH:40][c:41](-[c:47]2[cH:48][c:49]([C:53]#[N:54])[cH:50][cH:51][cH:52]2)[cH:42][c:43]([CH2:45][OH:46])[cH:44]1)=[O:55].[Cl-:56].[F:20][C:21]([C:22](=[O:23])[NH:24][CH2:25][CH2:26][c:27]1[cH:28][c:29]([OH:33])[cH:30][cH:31][cH:32]1)([F:34])[F:35].[NH4+:57].[O:58]=[C:59]([O:60][CH2:61][CH3:62])[N:63]=[N:64][C:65]([O:66][CH2:67][CH3:68])=[O:69].[c:1]1([P:2]([c:3]2[cH:4][cH:5][cH:6][cH:7][cH:8]2)[c:9]2[cH:10][cH:11][cH:12][cH:13][cH:14]2)[cH:15][cH:16][cH:17][cH:18][cH:19]1>>[F:20][C:21]([C:22](=[O:23])[NH:24][CH2:25][CH2:26][c:27]1[cH:28][c:29]([O:33][CH2:45][c:43]2[cH:42][c:41](-[c:47]3[cH:48][c:49]([C:53]#[N:54])[cH:50][cH:51][cH:52]3)[cH:40][c:39]([C:38]([O:37][CH3:36])=[O:55])[cH:44]2)[cH:30][cH:31][cH:32]1)([F:34])[F:35].